This data is from the Open Reaction Database (ORD), a public repository of structured organic reaction records. The task is: describe an organic reaction: reactants, conditions, products, and yield Reactants: C(C)OC(CC1=CC=C(C=C1)S(NC1=NC=CC=C1)(=O)=O)=O ([4-(pyridin-2-ylsulfamoyl)-phenyl]-acetic acid ethyl ester), [OH-].[K+] (potassium hydroxide). The solvent is C(C)O (ethanol). Product: N1=C(C=CC=C1)NS(=O)(=O)C1=CC=C(C=C1)CC(=O)O ([4-(pyridin-2-ylsulfamoyl)-phenyl]-acetic acid). Isolated yield 65.2%. As a reaction SMILES: C([O:3][C:4](=[O:22])[CH2:5][C:6]1[CH:11]=[CH:10][C:9]([S:12](=[O:21])(=[O:20])[NH:13][C:14]2[CH:19]=[CH:18][CH:17]=[CH:16][N:15]=2)=[CH:8][CH:7]=1)C.[OH-].[K+]>C(O)C>[N:15]1[CH:16]=[CH:17][CH:18]=[CH:19][C:14]=1[NH:13][S:12]([C:9]1[CH:10]=[CH:11][C:6]([CH2:5][C:4]([OH:22])=[O:3])=[CH:7][CH:8]=1)(=[O:20])=[O:21] |f:1.2|. Reported procedure: A solution of [4-(pyridin-2-ylsulfamoyl)-phenyl]-acetic acid ethyl ester (0.26 g, 0.813 mmol) in absolute ethanol (10 mL) was treated with a 1.0M ethanolic potassium hydroxide solution (2.0 mL, 2.0 mmol). The reaction mixture was heated to reflux under argon for 3.5 h. The reaction mixture was then concentrated in vacuo. The residue was dissolved in water and filtered through celite. The filtrate was acidified to pH=4.5 with a 1.0M aqueous hydrochloric acid solution. The resulting precipitate wa... Starting materials: Teflon, C[SiH](C1=CC=C(C=C)C=C1)C (4-dimethylsilylstyrene), C[SiH](C1=CC=C(C=C)C=C1)C (4-dimethylsilylstyrene), C[SiH](OC)OC (methyldimethoxysilane), C1(=CC=CC=C1)C (toluene). Reagents/catalysts: [H+].[H+].Cl[Pt-2](Cl)(Cl)(Cl)(Cl)Cl (chloroplatinic acid). Run in C(C)(C)O (isopropyl alcohol). Run at temperature 50 celsius. Yields the product C[SiH](C1=CC=C(CCC[SiH](OC)OC)C=C1)C ((4-(dimethylsilyl) phenethyl)methyldimethoxysilane). Yield: 4.1%. RXN SMILES: [CH3:1][SiH:2]([CH3:11])[C:3]1[CH:10]=[CH:9][C:6]([CH:7]=[CH2:8])=[CH:5][CH:4]=1.[CH3:12][SiH:13]([O:16][CH3:17])[O:14][CH3:15].C1(C)C=CC=CC=1>[H+].[H+].Cl[Pt-2](Cl)(Cl)(Cl)(Cl)Cl.C(O)(C)C>[CH3:11][SiH:2]([CH3:1])[C:3]1[CH:10]=[CH:9][C:6]([CH2:7][CH2:8][CH2:12][SiH:13]([O:16][CH3:17])[O:14][CH3:15])=[CH:5][CH:4]=1 |f:3.4.5|. Procedure: 325 mg Of 4-dimethylsilylstyrene, 212 mg of methyldimethoxysilane, and 83 mg of toluene were placed in a glass reaction vessel and 0.001 ml of an isopropyl alcohol solution of chloroplatinic acid (platinum content: 0.39 Wt. %) was added to this mixture. The reaction tube was sealed with Teflon tape and heated for 0.5 hours in an oil bath at 50° C. When the tube contents were analyzed by GC-MS following cooling, the conversion rate of 4-dimethylsilylstyrene was 12.7% and (4-(dimethylsilyl) phenet... Starting materials: CN(C)C=O, C#CC(=O)OCC, ClCCl, Nc1nccs1. Yields the product CCOC(=O)C=CNc1nccs1. Reaction SMILES: [CH3:17][N:18]([CH3:19])[CH:20]=[O:21].[CH3:7][CH2:8][O:9][C:10](=[O:11])[C:12]#[CH:13].[Cl:14][CH2:15][Cl:16].[NH2:1][c:2]1[s:3][cH:4][cH:5][n:6]1>>[NH:1]([c:2]1[s:3][cH:4][cH:5][n:6]1)[CH:13]=[CH:12][C:10]([O:9][CH2:8][CH3:7])=[O:11]. The reactants are C(#N)C1=C(C=C(C=C1)B(O)O)F ((4-cyano-3-fluorophenyl)boronic acid), ClC1=CC(=NC(=N1)N)NCC1=CC=CC=C1 (6-chloro-N4-(phenylmethyl)-2,4-pyrimidinediamine), O1CCOCC1 (1,4-dioxane), C(=O)(O)[O-].[Na+] (NaHCO3). The reagents and catalysts are C=1C=CC(=CC1)[P](C=2C=CC=CC2)(C=3C=CC=CC3)[Pd]([P](C=4C=CC=CC4)(C=5C=CC=CC5)C=6C=CC=CC6)([P](C=7C=CC=CC7)(C=8C=CC=CC8)C=9C=CC=CC9)[P](C=1C=CC=CC1)(C=1C=CC=CC1)C=1C=CC=CC1 (Pd(Ph3P)4). Run in O (water). Conditions: temperature 100 celsius, time 8 hour. Product: NC1=NC(=CC(=N1)C1=CC(=C(C#N)C=C1)F)NCC1=CC=CC=C1 (4-{2-Amino-6-[(phenylmethyl)amino]-4-pyrimidinyl}-2-fluorobenzonitrile). Reaction SMILES: [C:1]([C:3]1[CH:8]=[CH:7][C:6](B(O)O)=[CH:5][C:4]=1[F:12])#[N:2].Cl[C:14]1[N:19]=[C:18]([NH2:20])[N:17]=[C:16]([NH:21][CH2:22][C:23]2[CH:28]=[CH:27][CH:26]=[CH:25][CH:24]=2)[CH:15]=1.O1CCOCC1.C([O-])(O)=O.[Na+]>C1C=CC([P]([Pd]([P](C2C=CC=CC=2)(C2C=CC=CC=2)C2C=CC=CC=2)([P](C2C=CC=CC=2)(C2C=CC=CC=2)C2C=CC=CC=2)[P](C2C=CC=CC=2)(C2C=CC=CC=2)C2C=CC=CC=2)(C2C=CC=CC=2)C2C=CC=CC=2)=CC=1.O>[NH2:20][C:18]1[N:19]=[C:14]([C:6]2[CH:7]=[CH:8][C:3]([C:1]#[N:2])=[C:4]([F:12])[CH:5]=2)[CH:15]=[C:16]([NH:21][CH2:22][C:23]2[CH:24]=[CH:25][CH:26]=[CH:27][CH:28]=2)[N:17]=1 |f:3.4,^1:43,45,64,83|. Procedure details: To (4-cyano-3-fluorophenyl)boronic acid (190 mg, 1.15 mmol) and 6-chloro-N4-(phenylmethyl)-2,4-pyrimidinediamine (300 mg, 1.28 mmol) into a sealable flask were added 1,4-dioxane (6 mL) and saturated aqueous NaHCO3 (3 mL). The mixture was degassed with nitrogen gas for 10 minutes. Pd(Ph3P)4 (74 mg, 0.064 mmol) was added and the reaction mixture was stirred overnight at 100° C. The mixture was poured onto EtOAc and water. The organic layer was separated and the aqueous layer was further extracted ... The reactants are Nc1ccc(-c2ccc(S(=O)(=O)N3C(C(=O)O)CC4CCCC43)cc2)cc1, CN(C)C=O, O=C=Nc1ccccc1. Product: O=C(Nc1ccccc1)Nc1ccc(-c2ccc(S(=O)(=O)N3C(C(=O)O)CC4CCCC43)cc2)cc1. As a reaction SMILES: [NH2:1][c:2]1[cH:3][cH:4][c:5](-[c:8]2[cH:9][cH:10][c:11]([S:14](=[O:15])(=[O:16])[N:17]3[CH:18]4[CH:19]([CH2:20][CH:21]3[C:22](=[O:23])[OH:24])[CH2:25][CH2:26][CH2:27]4)[cH:12][cH:13]2)[cH:6][cH:7]1.[O:37]=[CH:38][N:39]([CH3:40])[CH3:41].[c:28]1([N:34]=[C:35]=[O:36])[cH:29][cH:30][cH:31][cH:32][cH:33]1>>[NH:1]([c:2]1[cH:3][cH:4][c:5](-[c:8]2[cH:9][cH:10][c:11]([S:14](=[O:15])(=[O:16])[N:17]3[CH:18]4[CH:19]([CH2:20][CH:21]3[C:22](=[O:23])[OH:24])[CH2:25][CH2:26][CH2:27]4)[cH:12][cH:13]2)[cH:6][cH:7]1)[C:35]([NH:34][c:28]1[cH:29][cH:30][cH:31][cH:32][cH:33]1)=[O:36]. Starting materials: N(CC(=O)N[C@@H](COCC1=CC=CC=C1)C(=O)N[C@@H](CC1=CNC=N1)C(=O)N[C@@H](CCCCNC(=O)OCC1=CC=CC=C1)C(=O)OCC1=CC=CC=C1)C(=O)OCC1=CC=CC=C1 (Z-Gly-Ser(Bzl)-His-Lys(Z)-OBzl), N(CC(=O)N[C@@H](COCC1=CC=CC=C1)C(=O)N[C@@H](CC1=CNC=N1)C(=O)N[C@@H](CCCCNC(=O)OCC1=CC=CC=C1)C(=O)OCC1=CC=CC=C1)C(=O)OCC1=CC=CC=C1 (Z-Gly-Ser(Bzl)-His-Lys(Z)-OBzl), C(C)(=O)O (acetic acid), O (water), CO (methanol). Reagents/catalysts: [Pd] (palladium-on-charcoal). The solvent is [H][H] (hydrogen). Yields the product NCC(=O)N[C@@H](CO)C(=O)N[C@@H](CC1=CNC=N1)C(=O)N[C@@H](CCCCN)C(=O)O (Gly-Ser-His-Lys). Isolated yield 70.7%. RXN SMILES: [NH:1](C(OCC1C=CC=CC=1)=O)[CH2:2][C:3]([NH:5][C@H:6]([C:16]([NH:18][C@H:19]([C:26]([NH:28][C@H:29]([C:45]([O:47]CC1C=CC=CC=1)=[O:46])[CH2:30][CH2:31][CH2:32][CH2:33][NH:34]C(OCC1C=CC=CC=1)=O)=[O:27])[CH2:20][C:21]1[N:25]=[CH:24][NH:23][CH:22]=1)=[O:17])[CH2:7][O:8]CC1C=CC=CC=1)=[O:4].CO.C(O)(=O)C.O>[H][H].[Pd]>[NH2:1][CH2:2][C:3]([NH:5][C@H:6]([C:16]([NH:18][C@H:19]([C:26]([NH:28][C@H:29]([C:45]([OH:47])=[O:46])[CH2:30][CH2:31][CH2:32][CH2:33][NH2:34])=[O:27])[CH2:20][C:21]1[N:25]=[CH:24][NH:23][CH:22]=1)=[O:17])[CH2:7][OH:8])=[O:4]. Procedure: 10.5 g of palladium-on-charcoal was added to 23.2 g of Z-Gly-Ser(Bzl)-His-Lys(Z)-OBzl (Compound 11) suspended in a mixed solvent of 160 ml of methanol, 40 ml of acetic acid and 20 ml of water, and stirring was continued under atmospheric pressure in hydrogen atmosphere for 38 hours. After the catalyst was filtered off, the filtrate was washed with water and concentrated. The crude product was dissolved in water and eluted with 0.5N ammonia water using a strongly acidic ion exchange resin (NH4 +t... Reactants: O=C(O)C1c2ccccc2COc2cc(Br)ccc21, CC(C)c1cccc(C(C)C)c1N. Yields the product CC(C)c1cccc(C(C)C)c1NC(=O)C1c2ccccc2COc2cc(Br)ccc21. As a reaction SMILES: [Br:1][c:2]1[cH:3][cH:4][c:5]2[c:6]([cH:19]1)[O:7][CH2:8][c:9]1[c:10]([cH:15][cH:16][cH:17][cH:18]1)[CH:11]2[C:12](=[O:13])[OH:14].[CH:20]([CH3:21])([CH3:22])[c:23]1[c:24]([NH2:25])[c:26]([CH:30]([CH3:31])[CH3:32])[cH:27][cH:28][cH:29]1>>[Br:1][c:2]1[cH:3][cH:4][c:5]2[c:6]([cH:19]1)[O:7][CH2:8][c:9]1[c:10]([cH:15][cH:16][cH:17][cH:18]1)[CH:11]2[C:12](=[O:13])[NH:25][c:24]1[c:23]([CH:20]([CH3:21])[CH3:22])[cH:29][cH:28][cH:27][c:26]1[CH:30]([CH3:31])[CH3:32]. Solvent: C(Cl)Cl (CH2Cl2). Procedure: 0.6 g(0.001 mole) of the compound obtained in step 10 was dissolved in 10 ml of CH2Cl2 and to the resulting solution was added 1.76 g(0.02 mole) of activated MnO2. The resultant was stirred for 16 hours at room temperature and filtered through Cellite with washing with 5% MeOH/CH2Cl2 (10 ml×4). The filtrate was concentrated under reduced pressure to obtain 0.52 g of the title compound(yield 87%). The product is C(CCC)C1=NC=2C(=NC(=C(C2)C2=CC=CC=C2)C=O)N1CC1=CC=C(C=C1)C1=C(C=CC=C1)C1=NN=NN1C(C)OCC (2-butyl-3-{2'-[l-(1-ethoxyethyl)-1H-tetrazol-5-yl]-biphenyl-4-ylmethyl}-5-formyl-6-phenyl-3H-imidazo[4,5-b]pyridine). Conditions: time 16 hour. Reagents/catalysts: O=[Mn]=O (MnO2). The reactants are C(CCC)C1=NC=2C(=NC(=C(C2)C2=CC=CC=C2)CO)N1CC1=CC=C(C=C1)C1=C(C=CC=C1)C1=NN=NN1C(C)OCC (2-butyl-3-{2'-[l-(1-ethoxyethyl)-1H-tetrazol-5-yl]-biphenyl-4-ylmethyl}-5-hydroxymethyl-6-phenyl-3H-imidazo[4,5-b]pyridine). The yield is 88.8%. RXN SMILES: [CH2:1]([C:5]1[N:21]([CH2:22][C:23]2[CH:28]=[CH:27][C:26]([C:29]3[CH:34]=[CH:33][CH:32]=[CH:31][C:30]=3[C:35]3[N:39]([CH:40]([O:42][CH2:43][CH3:44])[CH3:41])[N:38]=[N:37][N:36]=3)=[CH:25][CH:24]=2)[C:8]2=[N:9][C:10]([CH2:19][OH:20])=[C:11]([C:13]3[CH:18]=[CH:17][CH:16]=[CH:15][CH:14]=3)[CH:12]=[C:7]2[N:6]=1)[CH2:2][CH2:3][CH3:4]>C(Cl)Cl.O=[Mn]=O>[CH2:1]([C:5]1[N:21]([CH2:22][C:23]2[CH:28]=[CH:27][C:26]([C:29]3[CH:34]=[CH:33][CH:32]=[CH:31][C:30]=3[C:35]3[N:39]([CH:40]([O:42][CH2:43][CH3:44])[CH3:41])[N:38]=[N:37][N:36]=3)=[CH:25][CH:24]=2)[C:8]2=[N:9][C:10]([CH:19]=[O:20])=[C:11]([C:13]3[CH:18]=[CH:17][CH:16]=[CH:15][CH:14]=3)[CH:12]=[C:7]2[N:6]=1)[CH2:2][CH2:3][CH3:4].